Dataset: the Open Reaction Database (ORD), a public repository of structured organic reaction records. Task: describe an organic reaction: reactants, conditions, products, and yield RXN SMILES: [Br:26][CH:27]([C:28](=[O:29])[NH2:30])[CH3:31].[C:20](=[O:21])([O-:22])[O-:23].[CH3:32][C:33](=[O:34])[CH3:35].[F:1][c:2]1[cH:3][c:4]([CH2:5][O:6][c:7]2[cH:8][c:9]3[c:14]([cH:15][cH:16]2)[CH2:13][NH:12][CH2:11][CH2:10]3)[cH:17][cH:18][cH:19]1.[K+:24].[K+:25]>>[F:1][c:2]1[cH:3][c:4]([CH2:5][O:6][c:7]2[cH:8][c:9]3[c:14]([cH:15][cH:16]2)[CH2:13][N:12]([CH:27]([C:28](=[O:29])[NH2:30])[CH3:31])[CH2:11][CH2:10]3)[cH:17][cH:18][cH:19]1. Reactants: CC(Br)C(N)=O, O=C([O-])[O-], CC(C)=O, Fc1cccc(COc2ccc3c(c2)CCNC3)c1, [K+], [K+]. Product: CC(C(N)=O)N1CCc2cc(OCc3cccc(F)c3)ccc2C1. RXN SMILES: [CH2:1]([CH3:2])[O:3][C:4]([CH2:5][C:6](=[O:7])[NH:8][C:9]([CH2:10][C:11]([O:13][CH2:12][CH3:14])=[O:15])([CH3:16])[CH3:17])=[O:18].[CH3:19][c:20]1[cH:21][cH:22][cH:23][cH:24][cH:25]1>>[CH2:1]([CH3:2])[O:3][C:4]([CH:5]1[C:6](=[O:7])[NH:8][C:9]([CH3:16])([CH3:17])[CH2:10][C:11]1=[O:13])=[O:18]. The product is CCOC(=O)C1C(=O)CC(C)(C)NC1=O. Reactants: CCOC(=O)CC(=O)NC(C)(C)CC(=O)OCC, Cc1ccccc1. The reactants are O=C[C@H](O)[C@@H](O)[C@H](O)[C@H](O)CO (glucose), C(CCCCCCC\C=C/CCCCCCCC)(=O)O (oleic acid). Run in P(=O)([O-])([O-])[O-] (phosphate). Run at time 72 hour. Yields the product C(CCCCCCC\C=C/CCCCCCCC)(=O)O.O=C[C@H](O)[C@@H](O)[C@H](O)[C@H](O)CO (glucose oleate). Isolated yield 115.4%. Reaction SMILES: [O:1]=[CH:2][C@@H:3]([C@H:5]([C@@H:7]([C@@H:9]([CH2:11][OH:12])[OH:10])[OH:8])[OH:6])[OH:4].[C:13]([OH:32])(=[O:31])[CH2:14][CH2:15][CH2:16][CH2:17][CH2:18][CH2:19][CH2:20]/[CH:21]=[CH:22]\[CH2:23][CH2:24][CH2:25][CH2:26][CH2:27][CH2:28][CH2:29][CH3:30]>P([O-])([O-])([O-])=O>[C:13]([OH:32])(=[O:31])[CH2:14][CH2:15][CH2:16][CH2:17][CH2:18][CH2:19][CH2:20]/[CH:21]=[CH:22]\[CH2:23][CH2:24][CH2:25][CH2:26][CH2:27][CH2:28][CH2:29][CH3:30].[O:1]=[CH:2][C@@H:3]([C@H:5]([C@@H:7]([C@@H:9]([CH2:11][OH:12])[OH:10])[OH:8])[OH:6])[OH:4] |f:3.4|. Reported procedure: To 1000 ml of a phosphate buffer having a pH 7.3 were added 3.6 g of glucose, 22.0 g of oleic acid and 4.0 g of LIPASE MY. The mixture was incubated at 40° C. with stirring for 72 hours. The reaction mixture was processed as in Example 1 and 10.67 g of glucose oleate was obtained. Starting materials: C(C)C1=NC=C(C(=N1)N)COC (2-ethyl-4-amino-5-methoxymethyl pyrimidine), N1=CN=CC=C1 (pyrimidine), CC=1N=CC=C2C1SC=C2 (7-methylthieno[2,3-c]pyridine), Cl (Hydrogen chloride). The solvent is C=1(C(=CC=CC1)C)C (xylene), C=1(C(=CC=CC1)C)C (xylene). Reaction conditions: temperature 65 celsius, time 12 hour. The product is Cl.[Cl-].NC1=NC(=NC=C1C[N+]=1C(=C2C(=CC1)C=CS2)C)CC (6-[(4-amino-2-ethyl-5-pyrimidinyl)methyl]-7-methylthieno-[2,3-c]pyridinium chloride hydrochloride). RXN SMILES: [CH2:1]([C:3]1[N:8]=[C:7]([NH2:9])[C:6]([CH2:10]OC)=[CH:5][N:4]=1)[CH3:2].[CH3:13][C:14]1[N:15]=[CH:16][CH:17]=[C:18]2[CH:22]=[CH:21][S:20][C:19]=12.[ClH:23].N1C=CC=NC=1>C1(C)C(C)=CC=CC=1>[ClH:23].[Cl-:23].[NH2:9][C:7]1[C:6]([CH2:10][N+:15]2[C:14]([CH3:13])=[C:19]3[S:20][CH:21]=[CH:22][C:18]3=[CH:17][CH:16]=2)=[CH:5][N:4]=[C:3]([CH2:1][CH3:2])[N:8]=1 |f:5.6.7|. Procedure details: 50 G. of 2-ethyl-4-amino-5-methoxymethyl pyrimidine, 50 g. of 7-methylthieno[2,3-c]pyridine and 500 ml. of xylene are placed in a 2-liter flask equipped with reflux condenser, stirrer, thermometer and gas inlet tube. Hydrogen chloride gas is added to this mixture over 30 minutes at a rate sufficient to add an amount equivalent to 0.2 moles, that of the pyrimidine. The temperature rises to about 67° C. The gas inlet tube is replaced with a distillation unit and the mixture heated at reflux (138° ... The reactants are C(C=C)OC([C@@H](NC(=O)OC(C)(C)C)CC1=CC=C(C=C1)OC(=O)OC1=CC=C(C=C1)[N+](=O)[O-])=O (Allyl-N-(tert-butoxycarbonyl)-O-[(4-nitrophenoxy)carbonyl]-L-tyrosinate), N[C@H](C(=O)O)CCNC(=O)OC(C)(C)C ((2S)-2-Amino-4-[(tert-butoxycarbonyl)amino]butanoic acid). The solvent is ClCCl (dichloromethane). Conditions: temperature 75 celsius. Yields the product C(C=C)OC([C@H](CC1=CC=C(OC(=O)N[C@H](C(=O)O)CCNC(=O)OC(C)(C)C)C=C1)NC(=O)OC(C)(C)C)=O ((2S)-2-{[(4-{(2S)-3-(Allyloxy)-2-[(tert-butoxycarbonyl)amino]-3-oxopropyl}phenoxy)carbonyl]-amino}-4-[(tert-butoxycarbonyl)amino]butanoic acid). As a reaction SMILES: [CH2:1]([O:4][C:5](=[O:35])[C@H:6]([CH2:15][C:16]1[CH:21]=[CH:20][C:19]([O:22][C:23](OC2C=CC([N+]([O-])=O)=CC=2)=[O:24])=[CH:18][CH:17]=1)[NH:7][C:8]([O:10][C:11]([CH3:14])([CH3:13])[CH3:12])=[O:9])[CH:2]=[CH2:3].[NH2:36][C@@H:37]([CH2:41][CH2:42][NH:43][C:44]([O:46][C:47]([CH3:50])([CH3:49])[CH3:48])=[O:45])[C:38]([OH:40])=[O:39]>ClCCl>[CH2:1]([O:4][C:5](=[O:35])[C@@H:6]([NH:7][C:8]([O:10][C:11]([CH3:14])([CH3:13])[CH3:12])=[O:9])[CH2:15][C:16]1[CH:21]=[CH:20][C:19]([O:22][C:23]([NH:36][C@@H:37]([CH2:41][CH2:42][NH:43][C:44]([O:46][C:47]([CH3:50])([CH3:49])[CH3:48])=[O:45])[C:38]([OH:40])=[O:39])=[O:24])=[CH:18][CH:17]=1)[CH:2]=[CH2:3]. Reported procedure: 7.50 g (15.4 mmol) of the compound from example 1A was dissolved in 150 ml dichloromethane. 3.36 g (15.4 mmol) (2S)-2-Amino-4-[(tert-butoxycarbonyl)amino]butanoic acid was added. The reaction mixture was split into 10 portions. The portions were heated for 30 min in a sealed tube at 75° C. in a microwave synthesizer. The combined reaction mixture was extracted with approx. 100 ml saturated ammonium chloride solution. The aqueous phase was twice back extracted with approx. 50 ml dichloromethane e... Starting materials: CCCc1ccccc1OCCCOc1ccc2c(=O)cc(C(N)=O)oc2c1, C1COCCO1, O=S(=O)(O)O. The product is CCCc1ccccc1OCCCOc1ccc2c(=O)cc(C(=O)O)oc2c1. Reaction SMILES: [O:1]=[c:2]1[cH:3][c:4]([C:26](=[O:27])[NH2:28])[o:5][c:6]2[c:7]1[cH:8][cH:9][c:10]([O:12][CH2:13][CH2:14][CH2:15][O:16][c:17]1[c:18]([CH2:23][CH2:24][CH3:25])[cH:19][cH:20][cH:21][cH:22]1)[cH:11]2.[O:34]1[CH2:35][CH2:36][O:37][CH2:38][CH2:39]1.[S:29]([OH:30])(=[O:31])(=[O:32])[OH:33]>>[O:1]=[c:2]1[cH:3][c:4]([C:26]([OH:27])=[O:30])[o:5][c:6]2[c:7]1[cH:8][cH:9][c:10]([O:12][CH2:13][CH2:14][CH2:15][O:16][c:17]1[c:18]([CH2:23][CH2:24][CH3:25])[cH:19][cH:20][cH:21][cH:22]1)[cH:11]2.